Dataset: the Open Reaction Database (ORD), a public repository of structured organic reaction records. Task: describe an organic reaction: reactants, conditions, products, and yield Procedure: Using the procedure of Example 1, 5-methoxy-6-methoxymethoxyindan-1-one (452 mg, 2.03 mmol) is reacted with 6[[(4-methylphenyl)imino]methyl]-1,3-benzodioxol-5-amine (517 mg, 2.03 mmol) to yields 7-methoxymethoxy-8-methoxy-10H-1,3-dioxolo[4,5-g]indeno[1,2-b]quinoline. This material is used directly in part (B) without further isolation or purification except for the few milligrams need for NMR and mass spectral studies. As a reaction SMILES: [CH3:1][O:2][C:3]1[CH:4]=[C:5]2[C:9](=[CH:10][C:11]=1[O:12][CH2:13][O:14][CH3:15])[C:8](=O)[CH2:7][CH2:6]2.CC1C=CC(N=[CH:25][C:26]2[C:27]([NH2:35])=[CH:28][C:29]3[O:33][CH2:32][O:31][C:30]=3[CH:34]=2)=CC=1>>[CH3:15][O:14][CH2:13][O:12][C:11]1[C:3]([O:2][CH3:1])=[CH:4][C:5]2[CH2:6][C:7]3[C:8]([C:9]=2[CH:10]=1)=[N:35][C:27]1[CH:28]=[C:29]2[O:33][CH2:32][O:31][C:30]2=[CH:34][C:26]=1[CH:25]=3. Product: COCOC=1C(=CC=2CC=3C(=NC=4C=C5C(=CC4C3)OCO5)C2C1)OC (7-methoxymethoxy-8-methoxy-10H-1,3-dioxolo[4,5-g]indeno[1,2-b]quinoline). Reactants: COC=1C=C2CCC(C2=CC1OCOC)=O (5-methoxy-6-methoxymethoxyindan-1-one), CC1=CC=C(C=C1)N=CC=1C(=CC2=C(OCO2)C1)N (6[[(4-methylphenyl)imino]methyl]-1,3-benzodioxol-5-amine). Starting materials: C(#N)C(C(C(=O)N(C(C)C)C(C)C)C)(C1=CC=CC=C1)C1=CC=CC=C1 (3-cyano-3,3-diphenyl-2-methyl-N,N-diisopropyl-propanamide), amide, [H-].[H-].[H-].[H-].[Li+].[Al+3] (LiAlH4), [Al+3].[Cl-].[Cl-].[Cl-] (AlCl3). The product is C(C)(C)N(CC(C(CN)(C1=CC=CC=C1)C1=CC=CC=C1)C)C(C)C (N4,N4 -diisopropyl-2,2-diphenyl-3-methyl-1,4-butanediamine). Reaction SMILES: [C:1]([C:3]([C:21]1[CH:26]=[CH:25][CH:24]=[CH:23][CH:22]=1)([C:15]1[CH:20]=[CH:19][CH:18]=[CH:17][CH:16]=1)[CH:4]([CH3:14])[C:5]([N:7]([CH:11]([CH3:13])[CH3:12])[CH:8]([CH3:10])[CH3:9])=O)#[N:2].[H-].[H-].[H-].[H-].[Li+].[Al+3].[Al+3].[Cl-].[Cl-].[Cl-]>>[CH:11]([N:7]([CH:8]([CH3:10])[CH3:9])[CH2:5][CH:4]([CH3:14])[C:3]([C:15]1[CH:20]=[CH:19][CH:18]=[CH:17][CH:16]=1)([C:21]1[CH:26]=[CH:25][CH:24]=[CH:23][CH:22]=1)[CH2:1][NH2:2])([CH3:12])[CH3:13] |f:1.2.3.4.5.6,7.8.9.10|. Procedure details: This compound was prepared from 3-cyano-3,3-diphenyl-2-methyl-N,N-diisopropyl-propanamide, essentially as described in Example 6, but per mole of starting material are used 3 moles of LiAlH4 and 3 moles of AlCl3, and the amide is added slowly to the reducing agent under reflux and while stirring, whereupon the mixture was refluxed for 8-16 hours. Reactants: CN(C)C=O (DMF), solution, CCCCCC (hexane), BrC1=C(C=C(C(=C1)OCCCOC)OC)C (1-bromo-4-methoxy-5-(3-methoxy-propoxy)-2-methyl-benzene). Yields the product COC1=CC(=C(C=O)C=C1OCCCOC)C (4-Methoxy-5-(3-methoxy-propoxy)-2-methyl-benzaldehyde). The solvent is C1CCOC1 (THF). RXN SMILES: Br[C:2]1[CH:7]=[C:6]([O:8][CH2:9][CH2:10][CH2:11][O:12][CH3:13])[C:5]([O:14][CH3:15])=[CH:4][C:3]=1[CH3:16].CCCCCC.CN([CH:26]=[O:27])C>C1COCC1>[CH3:15][O:14][C:5]1[C:6]([O:8][CH2:9][CH2:10][CH2:11][O:12][CH3:13])=[CH:7][C:2]([CH:26]=[O:27])=[C:3]([CH3:16])[CH:4]=1. Reported procedure: To a solution of 1-bromo-4-methoxy-5-(3-methoxy-propoxy)-2-methyl-benzene (2.50 g, 8.65 mmol) in THF (25 mL), cooled to −70° C., is added a 1.6M solution of n-buthyllithium in hexane (5.94 mL, 9.51 mmol). After 30 min, DMF (1.05 mL, 13.0 mmol) is added and stirring is continued overnight while the reaction mixture is gradually warmed to room temperature. Quenching with ice-cold 1N aqueous HCl is followed by extraction with diethyl ether. The combined organic layers are washed with brine, dried (... Reaction conditions: time 30 minute. Starting materials: C(=O)(C(F)(F)F)O (TFA), C1(=CC=C(C=C1)C1=C(C=C2C(=N1)N=C(N2COCC[Si](C)(C)C)NC2[C@@H]1[C@H](OC2)[C@@H](CO1)O[Si](C)(C)C(C)(C)C)Cl)C1=CC=CC=C1 (5-([1,1′-biphenyl]-4-yl)-N-((3aR,6R,6aS)-6-((tert-butyldimethylsilyl)-oxy)hexahydrofuro[3,2-b]furan-3-yl)-6-chloro-1-((2-(trimethylsilyl)ethoxy)methyl)-1H-imidazo[4,5-b]pyridin-2-amine). Solvent: C(Cl)Cl (DCM). Reaction conditions: time 8 hour. Product: C1(=CC=C(C=C1)C1=C(C=C2C(=N1)N=C(N2)NC2CO[C@H]1[C@@H]2OC[C@H]1O)Cl)C1=CC=CC=C1 ((3R,3aR,6aR)-6-((5-([1,1′-biphenyl]-4-yl)-6-chloro-1H-imidazo[4,5-b]pyridin-2-yl)amino)hexahydrofuro[3,2-b]furan-3-ol). Reaction SMILES: C(O)(C(F)(F)F)=O.[C:8]1([C:49]2[CH:54]=[CH:53][CH:52]=[CH:51][CH:50]=2)[CH:13]=[CH:12][C:11]([C:14]2[N:19]=[C:18]3[N:20]=[C:21]([NH:31][CH:32]4[CH2:36][O:35][C@@H:34]5[C@H:37]([O:40][Si](C(C)(C)C)(C)C)[CH2:38][O:39][C@H:33]45)[N:22](COCC[Si](C)(C)C)[C:17]3=[CH:16][C:15]=2[Cl:48])=[CH:10][CH:9]=1>C(Cl)Cl>[C:8]1([C:49]2[CH:54]=[CH:53][CH:52]=[CH:51][CH:50]=2)[CH:13]=[CH:12][C:11]([C:14]2[N:19]=[C:18]3[N:20]=[C:21]([NH:31][CH:32]4[C@H:33]5[O:39][CH2:38][C@@H:37]([OH:40])[C@H:34]5[O:35][CH2:36]4)[NH:22][C:17]3=[CH:16][C:15]=2[Cl:48])=[CH:10][CH:9]=1. Procedure details: TFA (0.1 mL) was added to a stirred mixture of 5-([1,1′-biphenyl]-4-yl)-N-((3aR,6R,6aS)-6-((tert-butyldimethylsilyl)-oxy)hexahydrofuro[3,2-b]furan-3-yl)-6-chloro-1-((2-(trimethylsilyl)ethoxy)methyl)-1H-imidazo[4,5-b]pyridin-2-amine (minor isomer) (3.2 mg, 4.61 μmol) in DCM (0.5 ml) and the mixture was stirred at room temperature overnight. The reaction mixture was concentrated under reduced pressure. The resulting residue was purified by preparative HPLC Reverse phase (C-18), eluting with aceton... Reactants: aqueous solution, C(CCC)[Li] (n-butyl lithium), BrC1=C(C=C(C(=C1)F)Br)F (1,4-dibromo-2,5-difluorobenzene), C(=O)=O (dry ice), Cl (hydrochloric acid). The solvent is C(C)OCC (diethyl ether). Run at temperature -78 celsius, time 2 hour. Product: BrC1=CC(=C(C(=O)O)C=C1F)F (4-Bromo-2,5-difluorobenzoic acid). Reaction SMILES: C([Li])CCC.Br[C:7]1[CH:12]=[C:11]([F:13])[C:10]([Br:14])=[CH:9][C:8]=1[F:15].[C:16](=[O:18])=[O:17].Cl>C(OCC)C>[Br:14][C:10]1[C:11]([F:13])=[CH:12][C:7]([C:16]([OH:18])=[O:17])=[C:8]([F:15])[CH:9]=1. Procedure details: Freshly titrated n-butyl lithium (27.0 ml, 1.39 M in hexanes) is added slowly (over about 30 minutes) to a −78° C. solution of diethyl ether (90 ml) containing 1,4-dibromo-2,5-difluorobenzene (1, 10.22 g, 0.038 mol). The resulting yellow solution is stirred at −78° C. for 2 hours to give a yellow suspension. Several pellets (˜10) of dry ice are added to the suspension, which is then allowed to warm slowly to room temperature as it degasses (approximately 40 minutes). The resulting suspension is ... Reactants: ClC1=NC(=C(C(=O)NC2=CC(=C(C=C2)Cl)C2=NC=CC=C2)C=C1)C (6-chloro-N-(4-chloro-3-(pyridin-2-yl)phenyl)-2-methylnicotinamide), CS(=O)(=O)N1CCNCC1 (1-(methylsulfonyl)piperazine). Run in C(CCC)O (BuOH). Yields the product ClC1=C(C=C(C=C1)NC(C1=C(N=C(C=C1)N1CCN(CC1)S(=O)(=O)C)C)=O)C1=NC=CC=C1 (N-(4-chloro-3-(pyridin-2-yl)phenyl)-2-methyl-6-(4-(methylsulfonyl)piperazin-1-yl)nicotinamide). As a reaction SMILES: Cl[C:2]1[CH:23]=[CH:22][C:5]([C:6]([NH:8][C:9]2[CH:14]=[CH:13][C:12]([Cl:15])=[C:11]([C:16]3[CH:21]=[CH:20][CH:19]=[CH:18][N:17]=3)[CH:10]=2)=[O:7])=[C:4]([CH3:24])[N:3]=1.[CH3:25][S:26]([N:29]1[CH2:34][CH2:33][NH:32][CH2:31][CH2:30]1)(=[O:28])=[O:27]>C(O)CCC>[Cl:15][C:12]1[CH:13]=[CH:14][C:9]([NH:8][C:6](=[O:7])[C:5]2[CH:22]=[CH:23][C:2]([N:32]3[CH2:33][CH2:34][N:29]([S:26]([CH3:25])(=[O:28])=[O:27])[CH2:30][CH2:31]3)=[N:3][C:4]=2[CH3:24])=[CH:10][C:11]=1[C:16]1[CH:21]=[CH:20][CH:19]=[CH:18][N:17]=1. Procedure details: 1.3 mL of methanesulfonyl chloride was slowly added to a solution of 2 g of 1-Boc-piperazine and 1.3 mL of pyridine in 6 mL of dichloromethane at 0° C. The reaction mixture was allowed to warm to room temperature and stirred for 2 h while being monitored by TLC. Upon completion, the mixture was diluted with dichloromethane, washed with H2O, dried (MgSO4) and evaporated. Purified by silica gel chromatograph (20-100% ethyl acetate/hexane) to afford tert-butyl-4-(methylsulfonyl)piperazine-1-carboxy... Yield: 43.0%. Reported procedure: The title compound was prepared as described in Example 95 using N-(4-(1-(4-(trifluoromethoxy)phenyl)-1H-1,2,4-triazol-3-yl)phenethyl)prop-2-en-1-amine (CB26) and (Z)-4-nitrophenyl(3-(2-isopropyl-5-methylphenyl)-4-oxothiazolidin-2-ylidene)carbamate (CA50), purified by flash column chromatography using 0-100% ethyl acetate/B, where B=1:1 dichloromethane/hexanes, as eluent and isolated as a brown oil (0.040 g, 43%). Starting materials: FC(OC1=CC=C(C=C1)N1N=C(N=C1)C1=CC=C(CCNCC=C)C=C1)(F)F (N-(4-(1-(4-(trifluoromethoxy)phenyl)-1H-1,2,4-triazol-3-yl)phenethyl)prop-2-en-1-amine), [N+](=O)([O-])C1=CC=C(C=C1)C1C(N(/C(/S1)=N/C([O-])=O)C1=C(C=CC(=C1)C)C(C)C)=O ((Z)-4-nitrophenyl(3-(2-isopropyl-5-methylphenyl)-4-oxothiazolidin-2-ylidene)carbamate). Reaction SMILES: [F:1][C:2]([F:28])([F:27])[O:3][C:4]1[CH:9]=[CH:8][C:7]([N:10]2[CH:14]=[N:13][C:12]([C:15]3[CH:26]=[CH:25][C:18]([CH2:19][CH2:20][NH:21][CH2:22][CH:23]=[CH2:24])=[CH:17][CH:16]=3)=[N:11]2)=[CH:6][CH:5]=1.[N+](C1C=CC([CH:38]2[S:42]/[C:41](=[N:43]\[C:44](=O)[O-:45])/[N:40]([C:47]3[CH:52]=[C:51]([CH3:53])[CH:50]=[CH:49][C:48]=3[CH:54]([CH3:56])[CH3:55])[C:39]2=[O:57])=CC=1)([O-])=O>>[CH2:22]([N:21]([CH2:20][CH2:19][C:18]1[CH:25]=[CH:26][C:15]([C:12]2[N:13]=[CH:14][N:10]([C:7]3[CH:6]=[CH:5][C:4]([O:3][C:2]([F:1])([F:27])[F:28])=[CH:9][CH:8]=3)[N:11]=2)=[CH:16][CH:17]=1)[C:44](/[N:43]=[C:41]1\[S:42][CH2:38][C:39](=[O:57])[N:40]\1[C:47]1[CH:52]=[C:51]([CH3:53])[CH:50]=[CH:49][C:48]=1[CH:54]([CH3:55])[CH3:56])=[O:45])[CH:23]=[CH2:24]. Yields the product C(C=C)N(C(=O)\N=C\1/SCC(N1C1=C(C=CC(=C1)C)C(C)C)=O)CCC1=CC=C(C=C1)C1=NN(C=N1)C1=CC=C(C=C1)OC(F)(F)F ((Z)-1-allyl-3-(3-(2-isopropyl-5-methylphenyl)-4-oxothiazolidin-2-ylidene)-1-(4-(1-(4-(trifluoromethoxy)phenyl)-1H-1,2,4-triazol-3-yl)phenethyl)urea), oil.